From a dataset of the Open Reaction Database (ORD), a public repository of structured organic reaction records. describe an organic reaction: reactants, conditions, products, and yield Starting materials: C(C)C1C(NC(N1)=O)C(C1=CC=C(C=C1)F)=O (5-ethyl-4-(4-fluorobenzoyl)-2-imidazolidinone), N1CCCCC1 (piperidine). Yields the product C(C)C1NC(NC1C(C1=CC=C(C=C1)N1CCCCC1)=O)=O (4-Ethyl-5-[4-(1-piperidinyl)benzoyl]-2-imidazolidinone). Reaction SMILES: [CH2:1]([CH:3]1[NH:7][C:6](=[O:8])[NH:5][CH:4]1[C:9](=[O:17])[C:10]1[CH:15]=[CH:14][C:13](F)=[CH:12][CH:11]=1)[CH3:2].[NH:18]1[CH2:23][CH2:22][CH2:21][CH2:20][CH2:19]1>>[CH2:1]([CH:3]1[CH:4]([C:9](=[O:17])[C:10]2[CH:15]=[CH:14][C:13]([N:18]3[CH2:23][CH2:22][CH2:21][CH2:20][CH2:19]3)=[CH:12][CH:11]=2)[NH:5][C:6](=[O:8])[NH:7]1)[CH3:2]. Procedure details: A suspension of 10 g of 5-ethyl-4-(4-fluorobenzoyl)-2-imidazolidinone in 30 ml piperidine is stirred at reflux for 24 hours. Excess piperidine is evaporated under reduced pressure and the residue is purified by crystallization from alcohol.